describe an organic reaction: reactants, conditions, products, and yield From a dataset of the Open Reaction Database (ORD), a public repository of structured organic reaction records. Reactants: C[Mg]Br (methylmagnesium bromide), CCOCC (ether), BrC=1C(=C(C=NC1)C=O)Cl (5-bromo-4-chloro-pyridine-3-carbaldehyde). Run in C1CCOC1 (THF). Conditions: time 1 hour. Yields the product BrC=1C(=C(C=NC1)C(C)O)Cl (1-(5-bromo-4-chloro-pyridin-3-yl)-ethanol). RXN SMILES: [Br:1][C:2]1[C:3]([Cl:10])=[C:4]([CH:8]=[O:9])[CH:5]=[N:6][CH:7]=1.[CH3:11][Mg]Br.CCOCC>C1COCC1>[Br:1][C:2]1[C:3]([Cl:10])=[C:4]([CH:8]([OH:9])[CH3:11])[CH:5]=[N:6][CH:7]=1. Procedure details: To a round bottom flask is added 5-bromo-4-chloro-pyridine-3-carbaldehyde (490 mg, 2.22 mmol) in 10 ml of THF at 0° C., followed by the addition of methylmagnesium bromide, 3M in ether (0.89 ml, 2.67 mmol). The reaction mixture is stirred at room temperature for 1 hour. The reaction mixture is concentrated. The residue is diluted with EtOAc/saturated NH4Cl. The organic layer is separated, washed with water, brine, dried over anhydrous Na2SO4, filtered and concentrated to give the crude product. ... Reactants: [BH4-], CO, [Na+], O, O=CC1(Nc2ccccc2)CCN(Cc2ccccc2)CC1. Product: OCC1(Nc2ccccc2)CCN(Cc2ccccc2)CC1. As a reaction SMILES: [BH4-:1].[CH3:25][OH:26].[Na+:2].[OH2:27].[c:3]1([NH:9][C:10]2([CH:23]=[O:24])[CH2:11][CH2:12][N:13]([CH2:16][c:17]3[cH:18][cH:19][cH:20][cH:21][cH:22]3)[CH2:14][CH2:15]2)[cH:4][cH:5][cH:6][cH:7][cH:8]1>>[c:3]1([NH:9][C:10]2([CH2:23][OH:24])[CH2:11][CH2:12][N:13]([CH2:16][c:17]3[cH:18][cH:19][cH:20][cH:21][cH:22]3)[CH2:14][CH2:15]2)[cH:4][cH:5][cH:6][cH:7][cH:8]1. The reactants are ONC(CCC(=O)N)=O (N-hydroxysuccinamide), CN1[C@H]2CC[C@@H]1[C@H]([C@H](C2)OC(=O)C3=CC=CC=C3)C(=O)O (Benzoylecgonine), 1-Ethyl-3-(3-dimethylaminopropul)carbodiimide hydrochloride. The solvent is O1C=COC=C1 (dioxin), O1CCOCC1 (dioxan). Conditions: time 2 hour. Product: CN1[C@H]2CC[C@@H]1[C@H]([C@H](C2)OC(=O)C3=CC=CC=C3)C(=O)O.C(CCC(=O)N)(=O)N (BE succinamide). As a reaction SMILES: [CH3:1][N:2]1[C@H:6]2[C@@H:7]([C:19]([OH:21])=[O:20])[C@@H:8]([O:10][C:11]([C:13]3[CH:18]=[CH:17][CH:16]=[CH:15][CH:14]=3)=[O:12])[CH2:9][C@@H:3]1[CH2:4][CH2:5]2.O[NH:23][C:24](=[O:30])[CH2:25][CH2:26][C:27]([NH2:29])=[O:28]>O1C=COC=C1.O1CCOCC1>[CH3:1][N:2]1[C@H:6]2[C@@H:7]([C:19]([OH:21])=[O:20])[C@@H:8]([O:10][C:11]([C:13]3[CH:14]=[CH:15][CH:16]=[CH:17][CH:18]=3)=[O:12])[CH2:9][C@@H:3]1[CH2:4][CH2:5]2.[C:24]([NH2:23])(=[O:30])[CH2:25][CH2:26][C:27]([NH2:29])=[O:28] |f:4.5|. Reported procedure: Benzoylecgonine (BE) (4 mg) was dissolved in dry dioxin (500 ul) and N-hydroxysuccinamide (NHS) (4 mg) added. 1-Ethyl-3-(3-dimethylaminopropul)carbodiimide hydrochloride (8 mg) was suspended/dissolved in dioxan (1 ml) and immediately added to the mixture. The mixture was shaken at ambient temperature for 2 hours (to form BE-succinamide). To this was added diamino terminated polyethyleneglycol (mol. wt. 20,000) dissolved in 1 ml of 0.1M sodium bicarbonate solution. The solution was left overnight... Starting materials: P(=O)(Cl)(Cl)Cl (Phosphorus oxychloride), C(C)(C)(C)C=1N=C(SC1)C=1OC2=C(C1)C=C(C=C2)CN2C(=CC1=CC=CC=C21)C(=O)N (1-{[2-(4-tert-butylthiazol-2-yl)benzofuran-5-yl]methyl}indole-2-carboxamide), C(O)([O-])=O.[Na+] (sodium hydrogen carbonate). Run in CN(C=O)C (N,N-dimethylformamide), CN(C=O)C (N,N-dimethylformamide). Reaction conditions: time 10 minute. Yields the product C(C)(C)(C)C=1N=C(SC1)C=1OC2=C(C1)C=C(C=C2)CN2C(=CC1=CC=CC=C21)C#N (4-tert-butyl-2-{5-[(2-cyanoindol-1-yl)methyl]benzofuran-2-yl}thiazol). Isolated yield 104.4%. RXN SMILES: P(Cl)(Cl)(Cl)=O.[C:6]([C:10]1[N:11]=[C:12]([C:15]2[O:16][C:17]3[CH:23]=[CH:22][C:21]([CH2:24][N:25]4[C:33]5[C:28](=[CH:29][CH:30]=[CH:31][CH:32]=5)[CH:27]=[C:26]4[C:34]([NH2:36])=O)=[CH:20][C:18]=3[CH:19]=2)[S:13][CH:14]=1)([CH3:9])([CH3:8])[CH3:7].C(=O)([O-])O.[Na+]>CN(C)C=O>[C:6]([C:10]1[N:11]=[C:12]([C:15]2[O:16][C:17]3[CH:23]=[CH:22][C:21]([CH2:24][N:25]4[C:33]5[C:28](=[CH:29][CH:30]=[CH:31][CH:32]=5)[CH:27]=[C:26]4[C:34]#[N:36])=[CH:20][C:18]=3[CH:19]=2)[S:13][CH:14]=1)([CH3:9])([CH3:7])[CH3:8] |f:2.3|. Procedure details: Phosphorus oxychloride (0.14 ml) was added into N,N-dimethylformamide (0.86 ml) under ice-cooling. After 10 minutes, solution of 1-{[2-(4-tert-butylthiazol-2-yl)benzofuran-5-yl]methyl}indole-2-carboxamide (0.43 g) in N,N-dimethylformamide (5 ml) was added to the solution. And then the solution was stirred for several minutes at room temperature and poured into saturated sodium hydrogen carbonate aqueous solution. The resulting precipitates were collected by filtration and washed with water and a... Starting materials: CC(C)(C)OC(=O)NCCCC(C(=O)NC(CO)CNC(=O)OC(C)(C)C)N(Cc1ccccc1)C(=O)[O-], CCO. Yields the product CC(C)(C)OC(=O)NCCCC(N)C(=O)NC(CO)CNC(=O)OC(C)(C)C. Reaction SMILES: [CH2:1]([c:5]1[cH:6][cH:7][cH:9][cH:10][cH:11]1)[N:8]([C:2](=[O:3])[O-:4])[CH:12]([CH2:13][CH2:14][CH2:15][NH:16][C:17](=[O:18])[O:19][C:20]([CH3:21])([CH3:22])[CH3:23])[C:24](=[O:25])[NH:26][CH:27]([CH2:28][NH:29][C:30](=[O:31])[O:32][C:33]([CH3:34])([CH3:35])[CH3:36])[CH2:37][OH:38].[CH3:39][CH2:40][OH:41]>>[NH2:8][CH:12]([CH2:13][CH2:14][CH2:15][NH:16][C:17](=[O:18])[O:19][C:20]([CH3:21])([CH3:22])[CH3:23])[C:24](=[O:25])[NH:26][CH:27]([CH2:28][NH:29][C:30](=[O:31])[O:32][C:33]([CH3:34])([CH3:35])[CH3:36])[CH2:37][OH:38].